From a dataset of the Open Reaction Database (ORD), a public repository of structured organic reaction records. describe an organic reaction: reactants, conditions, products, and yield The reactants are ClC1=NC(=NC=C1)NC1=CC=C(C#N)C=C1 (4-[(4-chloro-2-pyrimidinyl)amino]benzonitrile), Cl.CC1=C(C(=CC(=C1)C=CC#N)C)N (2,6-dimethyl-4-(2-cyanoethenyl) phenylamine hydrochloride), C([O-])([O-])=O.[Na+].[Na+] (sodium carbonate). The solvent is C(C)#N (acetonitrile). Run at temperature 87.5 celsius. The product is CC=1C=C(C=C(C1NC=2C=CN=C(N2)NC=3C=CC(=CC3)C#N)C)/C=C/C#N (Rilpivirine). Isolated yield 69.2%. As a reaction SMILES: Cl[C:2]1[CH:7]=[CH:6][N:5]=[C:4]([NH:8][C:9]2[CH:16]=[CH:15][C:12]([C:13]#[N:14])=[CH:11][CH:10]=2)[N:3]=1.Cl.[CH3:18][C:19]1[CH:24]=[C:23]([CH:25]=[CH:26][C:27]#[N:28])[CH:22]=[C:21]([CH3:29])[C:20]=1[NH2:30].C(=O)([O-])[O-].[Na+].[Na+]>C(#N)C>[CH3:18][C:19]1[CH:24]=[C:23](/[CH:25]=[CH:26]/[C:27]#[N:28])[CH:22]=[C:21]([CH3:29])[C:20]=1[NH:30][C:2]1[CH:7]=[CH:6][N:5]=[C:4]([NH:8][C:9]2[CH:16]=[CH:15][C:12]([C:13]#[N:14])=[CH:11][CH:10]=2)[N:3]=1 |f:1.2,3.4.5|. Procedure details: 4-[(4-chloro-2-pyrimidinyl)amino]benzonitrile (100 gms) and 2,6-dimethyl-4-(2-cyanoethenyl) phenylamine hydrochloride (90.65 gms) were mixed with acetonitrile (800 ml) in an inert atmosphere and heated at 85-90° C. till completion of the reaction, as monitored by HPLC. The reaction mixture was cooled to 40° C. and pH of the reaction mass was adjusted to ≈ pH 10 with 20% sodium carbonate solution. The reaction mass was filtered at 5 to 10° C. and dried to yield Rilpivirine (110 gms). Rilpivirine ... Starting materials: O=C(O)C1(CNOCc2ccccc2)CCCCC1, CC(=O)OC(C)=O, O=CO, ClCCl. Product: O=CN(CC1(C(=O)O)CCCCC1)OCc1ccccc1. RXN SMILES: [CH2:11]([c:12]1[cH:13][cH:14][cH:15][cH:16][cH:17]1)[O:18][NH:19][CH2:20][C:21]1([C:27](=[O:28])[OH:29])[CH2:22][CH2:23][CH2:24][CH2:25][CH2:26]1.[CH3:4][C:5]([O:6][C:7](=[O:8])[CH3:9])=[O:10].[CH:1](=[O:2])[OH:3].[Cl:30][CH2:31][Cl:32]>>[CH:1](=[O:2])[N:19]([O:18][CH2:11][c:12]1[cH:13][cH:14][cH:15][cH:16][cH:17]1)[CH2:20][C:21]1([C:27](=[O:28])[OH:29])[CH2:22][CH2:23][CH2:24][CH2:25][CH2:26]1. Starting materials: BrC1=CC(=CC(=C1)COC)COC (1-bromo-3,5-bis-methoxymethyl-benzene), CN(C=O)C (dimethylformamide). The reagents and catalysts are C=1C=CC(=CC1)[P](C=2C=CC=CC2)(C=3C=CC=CC3)[Pd]([P](C=4C=CC=CC4)(C=5C=CC=CC5)C=6C=CC=CC6)([P](C=7C=CC=CC7)(C=8C=CC=CC8)C=9C=CC=CC9)[P](C=1C=CC=CC1)(C=1C=CC=CC1)C=1C=CC=CC1 (tetrakis(triphenylphosphine)palladium), [C-]#N.[Zn+2].[C-]#N (zinc cyanide). Solvent: C1(=CC=CC=C1)C (toluene). Reaction conditions: temperature 80 celsius. Yields the product COCC=1C=C(C#N)C=C(C1)COC (3,5-bis-methoxymethyl-benzonitrile). Isolated yield 79.0%. Reaction SMILES: Br[C:2]1[CH:7]=[C:6]([CH2:8][O:9][CH3:10])[CH:5]=[C:4]([CH2:11][O:12][CH3:13])[CH:3]=1.[CH3:14][N:15](C)C=O>C1(C)C=CC=CC=1.[C-]#N.[Zn+2].[C-]#N.C1C=CC([P]([Pd]([P](C2C=CC=CC=2)(C2C=CC=CC=2)C2C=CC=CC=2)([P](C2C=CC=CC=2)(C2C=CC=CC=2)C2C=CC=CC=2)[P](C2C=CC=CC=2)(C2C=CC=CC=2)C2C=CC=CC=2)(C2C=CC=CC=2)C2C=CC=CC=2)=CC=1>[CH3:13][O:12][CH2:11][C:4]1[CH:3]=[C:2]([CH:7]=[C:6]([CH2:8][O:9][CH3:10])[CH:5]=1)[C:14]#[N:15] |f:3.4.5,^1:34,36,55,74|. Procedure details: To a solution of 1-bromo-3,5-bis-methoxymethyl-benzene (522 mg, 2.130 mmol) in dimethylformamide (5 mL) at room temperature was added zinc cyanide (150 mg, 1.278 mmol). The reaction mixture was degassed by passing argon through for I h before tetrakis(triphenylphosphine)palladium (148 mg, 0.128 mmol) was added. The reaction mixture was heated at 80° C. under argon for 12 h. The reaction mixture was taken up in toluene (30 mL) and washed with 10% ammonium hydroxide (2×40 mL), brine and dried over... Starting materials: ClCl (Cl2), C1(=C(C=CC=C1)CN1C(=CC2=C(C=CC=C12)OC)C)C1=CC=CC=C1 (1-([1,1'-biphenyl]-2-ylmethyl)-4-methoxy-2-methyl-1H-indole). The solvent is B(Br)(Br)Br (BBr3). The product is C1(=C(C=CC=C1)CN1C(=CC2=C(C=CC=C12)O)C)C1=CC=CC=C1 (1-([1,1'-biPhenyl]-2-ylmethyl)-4-hydroxy-2-methyl-1H-indole). Isolated yield 54.8%. As a reaction SMILES: [C:1]1([C:20]2[CH:25]=[CH:24][CH:23]=[CH:22][CH:21]=2)[CH:6]=[CH:5][CH:4]=[CH:3][C:2]=1[CH2:7][N:8]1[C:16]2[C:11](=[C:12]([O:17]C)[CH:13]=[CH:14][CH:15]=2)[CH:10]=[C:9]1[CH3:19].ClCl>B(Br)(Br)Br>[C:1]1([C:20]2[CH:25]=[CH:24][CH:23]=[CH:22][CH:21]=2)[CH:6]=[CH:5][CH:4]=[CH:3][C:2]=1[CH2:7][N:8]1[C:16]2[C:11](=[C:12]([OH:17])[CH:13]=[CH:14][CH:15]=2)[CH:10]=[C:9]1[CH3:19]. Procedure: By the method used in Example 1, Part D, 1.6 g (4.9 mmol) of 1-([1,1'-biphenyl]-2-ylmethyl)-4-methoxy-2-methyl-1H-indole was O-demethylated by treating it with 20 mL of 1M BBr3 /CH2 Cl2. The crude product was chromatographed on silica gel and eluted with 20% EtOAc/hexane to give 841 mg (55% yield) of 1-([1,1'-biPhenyl]-2-ylmethyl)-4-hydroxy-2-methyl-1H-indole. Starting materials: CC=1NC=2C(CCCC2C1C(=O)O)=O (2-methyl-7-oxo-4,5,6,7-tetrahydro-1H-indole-3-carboxylic acid), C(C)N(CCCN)CC (N1,N1-diethylpropane-1,3-diamine). The product is C(C)N(CCCNC(=O)C1=C(NC=2C(CCCC12)=O)C)CC (N-(3-(diethylamino)propyl)-2-methyl-7-oxo-4,5,6,7-tetrahydro-1H-indole-3-carboxamide). Isolated yield 85.1%. As a reaction SMILES: [CH3:1][C:2]1[NH:3][C:4]2[C:5](=[O:14])[CH2:6][CH2:7][CH2:8][C:9]=2[C:10]=1[C:11]([OH:13])=O.[CH2:15]([N:17]([CH2:22][CH3:23])[CH2:18][CH2:19][CH2:20][NH2:21])[CH3:16]>>[CH2:15]([N:17]([CH2:22][CH3:23])[CH2:18][CH2:19][CH2:20][NH:21][C:11]([C:10]1[C:9]2[CH2:8][CH2:7][CH2:6][C:5](=[O:14])[C:4]=2[NH:3][C:2]=1[CH3:1])=[O:13])[CH3:16]. Procedure details: Similar procedure as Example 2, 2-methyl-7-oxo-4,5,6,7-tetrahydro-1H-indole-3-carboxylic acid (S4) 0.2 g (1.0 mmol) and N1,N1-diethylpropane-1,3-diamine 0.27 g (2.1 mmol) was reacted to give 0.26 g (85%) of the titled compound as a white solid. Reactants: ClCCNC(=O)N(C1[C@@H](O)[C@@H](O)[C@H](O)[C@H](O1)CO)CC1CC1 (1-(2-chloroethyl)-3-cyclopropylmethyl-3-(D-mannopyranosyl)urea), [N+](=O)([N+](=O)[O-])[O-] (nitrogen tetroxide). Product: ClCCN(C(=O)N(C1[C@@H](O)[C@@H](O)[C@H](O)[C@H](O1)CO)CC1CC1)N=O (1-(2-chloroethyl)-1-nitroso-3-cyclopropylmethyl-3-(D-mannopyranosyl)urea). Yield: 62.3%. RXN SMILES: [Cl:1][CH2:2][CH2:3][NH:4][C:5]([N:7]([CH2:19][CH:20]1[CH2:22][CH2:21]1)[CH:8]1[O:16][C@H:15]([CH2:17][OH:18])[C@@H:13]([OH:14])[C@H:11]([OH:12])[C@@H:9]1[OH:10])=[O:6].[N+:23]([O-])([N+]([O-])=O)=[O:24]>>[Cl:1][CH2:2][CH2:3][N:4]([N:23]=[O:24])[C:5]([N:7]([CH2:19][CH:20]1[CH2:22][CH2:21]1)[CH:8]1[O:16][C@H:15]([CH2:17][OH:18])[C@@H:13]([OH:14])[C@H:11]([OH:12])[C@@H:9]1[OH:10])=[O:6]. Reported procedure: 3.4 g of 1-(2-chloroethyl)-3-cyclopropylmethyl-3-(D-mannopyranosyl)urea and 5 g of nitrogen tetroxide gas are treated in the same manner as described in Example 31-(2). 2.3 g of 1-(2-chloroethyl)-1-nitroso-3-cyclopropylmethyl-3-(D-mannopyranosyl)urea are thereby obtained as yellow caramel. Reactants: ClC=1C(NC2=CC=C(C=C2N1)C(=O)OC)=O (methyl 3-chloro-2-oxo-1,2-dihydroquinoxaline-6-carboxylate), CCN(C(C)C)C(C)C (DIEA), C[C@@H]1NCCC1 ((S)-2-methylpyrrolidine). Solvent: CS(=O)C (DMSO). Reaction conditions: temperature 100 celsius, time 10 hour. Yields the product C[C@@H]1N(CCC1)C=1C(NC2=CC=C(C=C2N1)C(=O)OC)=O ((S)-methyl 3-(2-methylpyrrolidin-1-yl)-2-oxo-1,2-dihydroquinoxaline-6-carboxylate). Isolated yield 35.9%. RXN SMILES: Cl[C:2]1[C:3](=[O:16])[NH:4][C:5]2[C:10]([N:11]=1)=[CH:9][C:8]([C:12]([O:14][CH3:15])=[O:13])=[CH:7][CH:6]=2.CC[N:19]([CH:23]([CH3:25])[CH3:24])[CH:20]([CH3:22])C.C[C@H]1CCCN1>CS(C)=O>[CH3:25][C@H:23]1[CH2:24][CH2:22][CH2:20][N:19]1[C:2]1[C:3](=[O:16])[NH:4][C:5]2[C:10]([N:11]=1)=[CH:9][C:8]([C:12]([O:14][CH3:15])=[O:13])=[CH:7][CH:6]=2. Procedure details: To a solution of methyl 3-chloro-2-oxo-1,2-dihydroquinoxaline-6-carboxylate (500.0 mg, crude) in DMSO (6 mL) was added DIEA (543.0 mg, 4.20 mmol), and (S)-2-methylpyrrolidine (268.0 mg, 3.15 mmol). The solution was stirred for 10 h at 100° C. and then quenched by the addition of water (25 mL), extracted with ethyl acetate (3×80 mL), dried over anhydrous sodium sulfate and concentrated under vacuum. The residue was purified by a silica gel column with 1%-5% ethyl acetate in petroleum ether to aff...